Task: describe an organic reaction: reactants, conditions, products, and yield. Dataset: the Open Reaction Database (ORD), a public repository of structured organic reaction records Reactants: C1OC=2C=C(C=CC2O1)Br (3,4-methylenedioxybromobenzene), [Mg] (magnesium), B(OCCCC)(OCCCC)OCCCC (tributyl borate). The solvent is C1CCOC1 (THF), C1CCOC1 (THF). Reaction conditions: temperature -78 celsius, time 1 hour. Product: C1OC=2C=C(C=CC2O1)OB(O)O (3,4-methylenedioxyphenyl boric acid). Isolated yield 54.5%. As a reaction SMILES: [CH2:1]1[O:9][C:8]2[CH:7]=[CH:6][C:5](Br)=[CH:4][C:3]=2[O:2]1.[Mg].[B:12]([O:23]CCCC)([O:18]CCCC)[O:13]CCCC>C1COCC1>[CH2:1]1[O:9][C:8]2[CH:7]=[CH:6][C:5]([O:13][B:12]([OH:23])[OH:18])=[CH:4][C:3]=2[O:2]1. Reported procedure: A solution of 3,4-methylenedioxybromobenzene (2.00 g, 9.95 mmol) in anhydrous THF (20 ml) was added dropwise to magnesium turnings(254 mg, 10.45 mmol) and stirred for 1 h. After the reaction completed, the reaction mixture was cooled to −78° C., and a solution of tributyl borate (3.22 ml, 11.94 mmol) in anhydrous THF (30 ml) was added dropwise and stirred for 15 min at the same temperature. Cooling bath was removed and the reaction mixture was allowed to warm to ambient temperature and stirred f... Starting materials: [H-].[Na+] (Sodium hydride), Cl (hydrochloric acid), NC=CC(C(F)(F)F)=O (4-amino-1,1,1-trifluoro-3-buten-2-one), COC(CC#N)OC (3,3-dimethoxypropionitrile). Solvent: CCCCCC.C(C)(=O)OCC (hexane ethyl acetate), O (water), CN(C=O)C (N,N-dimethylformamide). Reaction conditions: time 4 hour. Product: FC(C(C=CNC=CC#N)=O)(F)F (3-[(4,4,4-Trifluoro-3-oxo-1-butenyl)amino]-2-propenenitrile). The yield is 13.2%. RXN SMILES: [H-].[Na+].[NH2:3][CH:4]=[CH:5][C:6](=[O:11])[C:7]([F:10])([F:9])[F:8].CO[CH:14](OC)[CH2:15][C:16]#[N:17].Cl>CN(C)C=O.CCCCCC.C(OCC)(=O)C.O>[F:8][C:7]([F:10])([F:9])[C:6](=[O:11])[CH:5]=[CH:4][NH:3][CH:14]=[CH:15][C:16]#[N:17] |f:0.1,6.7|. Procedure: Sodium hydride (60% dispersion in mineral oil, 400 mg, 10 mmol) was charged and washed with hexane twice. Into this flask, N,N-dimethylformamide (15 ml) was added and a solution prepared by dissolving 4-amino-1,1,1-trifluoro-3-buten-2-one (1.4 g, 10 mmol) and. 3,3-dimethoxypropionitrile (1.15 g, 10 mmol) in N,N-dimethylformamide (5 ml) was added dropwise under ice-cooling. After stirring the mixture at room temperature for 4 hours, the reaction mixture was poured into water (50 ml). This mixture...